describe an organic reaction: reactants, conditions, products, and yield From a dataset of the Open Reaction Database (ORD), a public repository of structured organic reaction records. Starting materials: C(C1=CC=CC=C1)N (benzylamine), ClC=1C2=C(N=C(N1)C1=NC=CC=C1)SC(=C2)C (4-chloro-2-(pyridin-2-yl)-6-methyl-thieno-[2,3-d]-pyrimidine). Product: N1=C(C=CC=C1)C=1N=C(C2=C(N1)SC(=C2)C)NCC2=CC=CC=C2 (2-(pyridin-2-yl)-4-benzylamino-6-methyl-thieno-[2,3-d]-pyrimidine). As a reaction SMILES: [CH2:1]([NH2:8])[C:2]1[CH:7]=[CH:6][CH:5]=[CH:4][CH:3]=1.Cl[C:10]1[C:11]2[CH:24]=[C:23]([CH3:25])[S:22][C:12]=2[N:13]=[C:14]([C:16]2[CH:21]=[CH:20][CH:19]=[CH:18][N:17]=2)[N:15]=1>>[N:17]1[CH:18]=[CH:19][CH:20]=[CH:21][C:16]=1[C:14]1[N:15]=[C:10]([NH:8][CH2:1][C:2]2[CH:7]=[CH:6][CH:5]=[CH:4][CH:3]=2)[C:11]2[CH:24]=[C:23]([CH3:25])[S:22][C:12]=2[N:13]=1. Procedure: With the procedure of Example 1, the reaction of benzylamine with 4-chloro-2-(pyridin-2-yl)-6-methyl-thieno-[2,3-d]-pyrimidine yields 2-(pyridin-2-yl)-4-benzylamino-6-methyl-thieno-[2,3-d]-pyrimidine. Starting materials: C(=O)C(CP(=O)(O[Na])O[Na])OC(C=O)N1C=2N=CNC(C2N=C1)=O (α-(1-Formyl-2-disodiophosphonoethoxy)-1,6-dihydro-6-oxo-9H-purine-9-acetaldehyde), NC1=NC=CC=N1 (2-aminopyrimidine). Run in O (water). Reaction conditions: time 1.3 hour. The product is OC1N(C([C@@H](O[C@H]1N1C=2N=CNC(C2N=C1)=O)CP(=O)(O[Na])O[Na])O)C1=NC=CC=N1 (9-[(2R, 6R)-3,5-dihydroxy-6-disodiophosphonomethyl-4-(pyrimidin-2-yl)morpholin-2-yl]hypoxanthine). Isolated yield 88.7%. Reaction SMILES: [CH:1]([CH:3]([O:11][CH:12]([N:15]1[CH:23]=[N:22][C:21]2[C:20](=[O:24])[NH:19][CH:18]=[N:17][C:16]1=2)[CH:13]=[O:14])[CH2:4][P:5]([O:9][Na:10])([O:7][Na:8])=[O:6])=[O:2].[NH2:25][C:26]1[N:31]=[CH:30][CH:29]=[CH:28][N:27]=1>O>[OH:14][CH:13]1[C@H:12]([N:15]2[CH:23]=[N:22][C:21]3[C:20](=[O:24])[NH:19][CH:18]=[N:17][C:16]2=3)[O:11][C@@H:3]([CH2:4][P:5]([O:9][Na:10])([O:7][Na:8])=[O:6])[CH:1]([OH:2])[N:25]1[C:26]1[N:31]=[CH:30][CH:29]=[CH:28][N:27]=1. Reported procedure: [R-(R*, R*)]-α-(1-Formyl-2-disodiophosphonoethoxy)-1,6-dihydro-6-oxo-9H-purine-9-acetaldehyde, (1.95 g) was dissolved in water (50 ml). To the solution was added 2-aminopyrimidine (0.48 g). The solution was stirred at ambient temperature for 1.3 hours and evaporated in vacuo. The residue was triturated with acetone and dried over phosphorus pentoxide in vacuo to give 9-[(2R, 6R)-3,5-dihydroxy-6-disodiophosphonomethyl-4-(pyrimidin-2-yl)morpholin-2-yl]hypoxanthine (2.1 g). Reactants: NC=1SC2=C(N1)CCC(C2)C(=O)N2CCN(CC2)C2=NC=CC=C2 ((±)-1-[(2-amino-4,5,6,7-tetrahydro-6-benzothiazolyl)carbonyl]-4-(2-pyridinyl)-piperazine), [BH4-].[Na+] (sodium borohydride), B(F)(F)F.CCOCC (boron trifluoride etherate). The solvent is O1CCCC1 (tetrahydrofuran). Reaction conditions: time 8 hour. Yields the product N1=C(C=CC=C1)N1CCN(CC1)CC1CC2=C(N=C(S2)N)CC1 ((±)-4,5,6,7-Tetrahydro-6-[[4-(2-pyridinyl)-1-piperazinyl]methyl]-2-benzothiazolamine). RXN SMILES: [NH2:1][C:2]1[S:3][C:4]2[CH2:10][CH:9]([C:11]([N:13]3[CH2:18][CH2:17][N:16]([C:19]4[CH:24]=[CH:23][CH:22]=[CH:21][N:20]=4)[CH2:15][CH2:14]3)=O)[CH2:8][CH2:7][C:5]=2[N:6]=1.[BH4-].[Na+].B(F)(F)F.CCOCC>O1CCCC1>[N:20]1[CH:21]=[CH:22][CH:23]=[CH:24][C:19]=1[N:16]1[CH2:17][CH2:18][N:13]([CH2:11][CH:9]2[CH2:8][CH2:7][C:5]3[N:6]=[C:2]([NH2:1])[S:3][C:4]=3[CH2:10]2)[CH2:14][CH2:15]1 |f:1.2,3.4|. Procedure: A solution of (±)-1-[(2-amino-4,5,6,7-tetrahydro-6-benzothiazolyl)carbonyl]-4-(2-pyridinyl)-piperazine (2.8 g) (Example 6) in 200 ml of anhydrous tetrahydrofuran is treated with sodium borohydride (1.0 g) under nitrogen. The mixture is cooled in an ice bath and treated with boron trifluoride etherate (3.93 ml) dropwise. The reaction mixture is stirred at room temperature overnight, and quenched with 5 ml of glacial acetic acid. The mixture is evaporated in vacuo and the residue dissolved in 200 ... The product is COc1cccc(-c2ccc(C(C)=CCO)cc2)c1. RXN SMILES: [CH3:10][O:11][c:12]1[cH:13][c:14](-[c:18]2[cH:19][cH:20][c:21]([C:24](=[CH:25][C:26](=[O:27])[O:28][CH2:29][CH3:30])[CH3:31])[cH:22][cH:23]2)[cH:15][cH:16][cH:17]1.[CH3:1][CH:2]([CH2:3][AlH:4][CH2:5][CH:6]([CH3:7])[CH3:8])[CH3:9]>>[CH3:10][O:11][c:12]1[cH:13][c:14](-[c:18]2[cH:19][cH:20][c:21]([C:24](=[CH:25][CH2:26][OH:27])[CH3:31])[cH:22][cH:23]2)[cH:15][cH:16][cH:17]1. Starting materials: CCOC(=O)C=C(C)c1ccc(-c2cccc(OC)c2)cc1, CC(C)C[AlH]CC(C)C.